Dataset: the Open Reaction Database (ORD), a public repository of structured organic reaction records. Task: describe an organic reaction: reactants, conditions, products, and yield Reactants: Cl, O=C1c2ccccc2C(=O)N1CCCN(c1ccccc1)c1ccccn1. Product: NCCCN(c1ccccc1)c1ccccn1. RXN SMILES: [ClH:28].[c:1]1([N:7]([c:8]2[n:9][cH:10][cH:11][cH:12][cH:13]2)[CH2:14][CH2:15][CH2:16][N:17]2[C:18](=[O:19])[c:20]3[cH:21][cH:22][cH:23][cH:24][c:25]3[C:26]2=[O:27])[cH:2][cH:3][cH:4][cH:5][cH:6]1>>[c:1]1([N:7]([c:8]2[n:9][cH:10][cH:11][cH:12][cH:13]2)[CH2:14][CH2:15][CH2:16][NH2:17])[cH:2][cH:3][cH:4][cH:5][cH:6]1.